This data is from the Open Reaction Database (ORD), a public repository of structured organic reaction records. The task is: describe an organic reaction: reactants, conditions, products, and yield Reactants: BrC(Br)(Br)Br, ClCCl, CC(C)(C)c1cnc(C=O)o1, c1ccc(P(c2ccccc2)c2ccccc2)cc1. Yields the product CC(C)(C)c1cnc(C=C(Br)Br)o1. RXN SMILES: [C:1]([Br:2])([Br:3])([Br:4])[Br:5].[CH2:36]([Cl:37])[Cl:38].[CH:25](=[O:26])[c:27]1[o:28][c:29]([C:32]([CH3:33])([CH3:34])[CH3:35])[cH:30][n:31]1.[c:6]1([P:7]([c:8]2[cH:9][cH:10][cH:11][cH:12][cH:13]2)[c:14]2[cH:15][cH:16][cH:17][cH:18][cH:19]2)[cH:20][cH:21][cH:22][cH:23][cH:24]1>>[C:1]([Br:2])([Br:5])=[CH:25][c:27]1[o:28][c:29]([C:32]([CH3:33])([CH3:34])[CH3:35])[cH:30][n:31]1. Reactants: C1(CC1)C=1N=C(SC1)C(=N)N (4-cyclopropyl-thiazole-2-carboxamidine), BrCC(C(C)(C)C)=O (1-bromo-3,3-dimethyl-butan-2-one). Yields the product C(C)(C)(C)C=1N=C(SC1)C(=N)N (4-tert-Butyl-thiazole-2-carboxamidine). RXN SMILES: [CH:1]1([C:4]2[N:5]=[C:6]([C:9]([NH2:11])=[NH:10])[S:7][CH:8]=2)[CH2:3][CH2:2]1.Br[CH2:13]C(=O)C(C)(C)C>>[C:1]([C:4]1[N:5]=[C:6]([C:9]([NH2:11])=[NH:10])[S:7][CH:8]=1)([CH3:2])([CH3:3])[CH3:13]. Reported procedure: 4-tert-Butyl-thiazole-2-carboxamidine (Compound N) was prepared in analogy to Compound M with procedure shown in Example 10 by using 1-bromo-3,3-dimethyl-butan-2-one instead of 2-bromo-1-cyclopropyl-ethanone. MS: calc'd (MH+) 184, measured (MH+) 184. Reactants: FC1=CC=C(C=C1)CNC=1C(=CC=CC1)N (N-(4-fluorophenylmethyl)-1,2-benzenediamine), FC1=CC=C(C=C1)CN1C(=NC2=C1C=CC=C2)NC2CCN(CC2)CCN=C=S (1-(4-fluorophenylmethyl)-N-[1-(2-isothiocyanatoethyl)-4-piperidinyl]-1H-benzimidazol-2-amine). Solvent: O1CCCC1 (tetrahydrofuran). The product is FC1=CC=C(C=C1)CNC1=C(C=CC=C1)NC(=S)NCCN1CCC(CC1)NC1=NC2=C(N1CC1=CC=C(C=C1)F)C=CC=C2 (N-{2-[(4-fluorophenylmethyl)amino]phenyl}-N'-[2-{4-[1-(4-fluorophenylmethyl)-1H-benzimidazol-2-ylamino]-1-piperidinyl}-ethyl]thiourea). Isolated yield 100.0%. Reaction SMILES: [F:1][C:2]1[CH:7]=[CH:6][C:5]([CH2:8][NH:9][C:10]2[C:11]([NH2:16])=[CH:12][CH:13]=[CH:14][CH:15]=2)=[CH:4][CH:3]=1.[F:17][C:18]1[CH:23]=[CH:22][C:21]([CH2:24][N:25]2[C:29]3[CH:30]=[CH:31][CH:32]=[CH:33][C:28]=3[N:27]=[C:26]2[NH:34][CH:35]2[CH2:40][CH2:39][N:38]([CH2:41][CH2:42][N:43]=[C:44]=[S:45])[CH2:37][CH2:36]2)=[CH:20][CH:19]=1>O1CCCC1>[F:1][C:2]1[CH:3]=[CH:4][C:5]([CH2:8][NH:9][C:10]2[CH:15]=[CH:14][CH:13]=[CH:12][C:11]=2[NH:16][C:44]([NH:43][CH2:42][CH2:41][N:38]2[CH2:39][CH2:40][CH:35]([NH:34][C:26]3[N:25]([CH2:24][C:21]4[CH:20]=[CH:19][C:18]([F:17])=[CH:23][CH:22]=4)[C:29]4[CH:30]=[CH:31][CH:32]=[CH:33][C:28]=4[N:27]=3)[CH2:36][CH2:37]2)=[S:45])=[CH:6][CH:7]=1. Procedure details: A mixture of 2.1 parts of N-(4-fluorophenylmethyl)-1,2-benzenediamine, 4 parts of 1-(4-fluorophenylmethyl)-N-[1-(2-isothiocyanatoethyl)-4-piperidinyl]-1H-benzimidazol-2-amine and 90 parts of tetrahydrofuran is stirred and refluxed for 2 hours. The reaction mixture is evaporated, yielding 6 parts (100%) of N-{2-[(4-fluorophenylmethyl)amino]phenyl}-N'-[2-{4-[1-(4-fluorophenylmethyl)-1H-benzimidazol-2-ylamino]-1-piperidinyl}-ethyl]thiourea as a residue. The reactants are N(=[N+]=[N-])C1=NC=C(C(=N1)NC)C#N (2-azido-5-cyano-4-methylamino-pyrimidine), C(=O)O (formic acid), [H][H] (hydrogen). The reagents and catalysts are [Ni] (Raney Nickel), [Ni] (Raney Nickel). Reaction conditions: time 30 minute. Product: NC1=NC=C(C(=N1)NC)C=O (2-amino-4-methylamino-5-pyrimidinecarboxaldehyde). As a reaction SMILES: [N:1]([C:4]1[N:9]=[C:8]([NH:10][CH3:11])[C:7]([C:12]#N)=[CH:6][N:5]=1)=[N+]=[N-].[H][H].C(O)=[O:17]>[Ni]>[NH2:1][C:4]1[N:9]=[C:8]([NH:10][CH3:11])[C:7]([CH:12]=[O:17])=[CH:6][N:5]=1. Procedure details: To a suspension of 2-azido-5-cyano-4-methylaminopyrimidine (22.24 g) from Example 5 in 400 mL of 50% aqueous formic acid was added Raney Nickel catalyst (5 g). The reaction mixture was shaken under an atmosphere of hydrogen (40.1 psi) in a Parr hydrogenation apparatus. There was a vigorous evolution of gas as the mixture was shaken at room temperature. After 30 minutes the apparatus was vented, additional Raney Nickel (5 g) was added, the apparatus recharged with hydrogen, and the mixture shaken... Reactants: CC1(CC=C(C=2C=CC(=CC12)[Se]C=1C=C(C=CC1)/C=C/C(=O)OCC)C1=CC=C(C=C1)C)C (ethyl (E)-3-[3-(8,8-dimethyl-5-p-tolyl-7,8-dihydro-2-naphthylselanyl)phenyl]acrylate), O.[OH-].[Li+] (lithium hydroxide hydrate). Product: CC1(CC=C(C=2C=CC(=CC12)[Se]C=1C=C(C=CC1)\C=C/C(=O)O)C1=CC=C(C=C1)C)C ((Z)-3-[3-(8,8-Dimethyl-5-p-tolyl-7,8-dihydro-2-naphthylselanyl)phenyl]acrylic acid). RXN SMILES: [CH3:1][C:2]1([CH3:33])[C:11]2[CH:10]=[C:9]([Se:12][C:13]3[CH:14]=[C:15](/[CH:19]=[CH:20]/[C:21]([O:23]CC)=[O:22])[CH:16]=[CH:17][CH:18]=3)[CH:8]=[CH:7][C:6]=2[C:5]([C:26]2[CH:31]=[CH:30][C:29]([CH3:32])=[CH:28][CH:27]=2)=[CH:4][CH2:3]1.O.[OH-].[Li+]>>[CH3:1][C:2]1([CH3:33])[C:11]2[CH:10]=[C:9]([Se:12][C:13]3[CH:14]=[C:15](/[CH:19]=[CH:20]\[C:21]([OH:23])=[O:22])[CH:16]=[CH:17][CH:18]=3)[CH:8]=[CH:7][C:6]=2[C:5]([C:26]2[CH:27]=[CH:28][C:29]([CH3:32])=[CH:30][CH:31]=2)=[CH:4][CH2:3]1 |f:1.2.3|. Procedure: In a manner similar to that of Example 1g, by reacting 0.088 g (0.18 mmol) of ethyl (E)-3-[3-(8,8-dimethyl-5-p-tolyl-7,8-dihydro-2-naphthylselanyl)phenyl]acrylate with 0.09 g (2.14 mmol) of lithium hydroxide hydrate, a yellow solid is obtained (0.06 g; yield=73%). The reactants are CC(=O)[O-], ClCCl, [Na+], O=[Cr](=O)([O-])Cl, O, COC1=C(OC)C(=O)C(CCCCCCCCCCO)=C(C)C1=O, c1cc[nH+]cc1. Yields the product COC1=C(OC)C(=O)C(CCCCCCCCCC=O)=C(C)C1=O. As a reaction SMILES: [CH3:13][C:14](=[O:15])[O-:16].[Cl:42][CH2:43][Cl:44].[Na+:12].[O:1]=[Cr:2]([Cl:3])([O-:4])=[O:5].[OH2:41].[OH:17][CH2:18][CH2:19][CH2:20][CH2:21][CH2:22][CH2:23][CH2:24][CH2:25][CH2:26][CH2:27][C:28]1=[C:29]([CH3:40])[C:30](=[O:39])[C:31]([O:37][CH3:38])=[C:32]([O:35][CH3:36])[C:33]1=[O:34].[nH+:6]1[cH:7][cH:8][cH:9][cH:10][cH:11]1>>[O:17]=[CH:18][CH2:19][CH2:20][CH2:21][CH2:22][CH2:23][CH2:24][CH2:25][CH2:26][CH2:27][C:28]1=[C:29]([CH3:40])[C:30](=[O:39])[C:31]([O:37][CH3:38])=[C:32]([O:35][CH3:36])[C:33]1=[O:34]. Starting materials: [Li+].[OH-] (LiOH), C(C)(C)(C)OC(=O)NC(C)C1=CC=C(C=C1)NC1=NC=C(C(=N1)CCC1=C(C=CC=C1)CC(=O)OC)C(F)(F)F (methyl 2-(2-(2-(2-(4-(1-(tert-butoxycarbonylamino)ethyl)phenylamino)-5-(trifluoromethyl)pyrimidin-4-yl)ethyl)phenyl)acetate). Run in C1CCOC1 (THF), O (water). Reaction conditions: time 8 hour. The product is C(C)(C)(C)OC(=O)NC(C)C1=CC=C(C=C1)NC1=NC=C(C(=N1)CCC1=C(C=CC=C1)CC(=O)O)C(F)(F)F (2-(2-(2-(2-(4-(1-(tert-Butoxycarbonylamino)ethyl)phenylamino)-5-(trifluoromethyl)pyrimidin-4-yl)ethyl)phenyl)acetic acid). As a reaction SMILES: [Li+].[OH-].[C:3]([O:7][C:8]([NH:10][CH:11]([C:13]1[CH:18]=[CH:17][C:16]([NH:19][C:20]2[N:25]=[C:24]([CH2:26][CH2:27][C:28]3[CH:33]=[CH:32][CH:31]=[CH:30][C:29]=3[CH2:34][C:35]([O:37]C)=[O:36])[C:23]([C:39]([F:42])([F:41])[F:40])=[CH:22][N:21]=2)=[CH:15][CH:14]=1)[CH3:12])=[O:9])([CH3:6])([CH3:5])[CH3:4]>C1COCC1.O>[C:3]([O:7][C:8]([NH:10][CH:11]([C:13]1[CH:14]=[CH:15][C:16]([NH:19][C:20]2[N:25]=[C:24]([CH2:26][CH2:27][C:28]3[CH:33]=[CH:32][CH:31]=[CH:30][C:29]=3[CH2:34][C:35]([OH:37])=[O:36])[C:23]([C:39]([F:42])([F:41])[F:40])=[CH:22][N:21]=2)=[CH:17][CH:18]=1)[CH3:12])=[O:9])([CH3:4])([CH3:5])[CH3:6] |f:0.1|. Procedure details: LiOH (69.0 mg, 2.86 mmol) was added to a solution of methyl 2-(2-(2-(2-(4-(1-(tert-butoxycarbonylamino)ethyl)phenylamino)-5-(trifluoromethyl)pyrimidin-4-yl)ethyl)phenyl)acetate (A65) (320 mg, 0.573 mmol) in THF (7.5 mL) and water (2.5 mL) and the resulting mixture stirred at room temperature overnight. The resulting mixture was evaporated in vacuo then the residue was partitioned between EtOAc (15 mL) and 1 M aqueous HCl. The phases were separated and the aqueous phase was extracted with EtOAc. ... The reactants are C(C1=CC=CC=C1)[Si](C)(C)CBr (Benzyl(bromomethyl)dimethylsilane), [I-].[Na+] (sodium iodide). Solvent: CC(=O)C (acetone). Product: C(C1=CC=CC=C1)[Si](C)(C)CI (benzyl(iodomethyl)dimethylsilane). Isolated yield 94412.4%. Reaction SMILES: [CH2:1]([Si:8]([CH2:11]Br)([CH3:10])[CH3:9])[C:2]1[CH:7]=[CH:6][CH:5]=[CH:4][CH:3]=1.[I-:13].[Na+]>CC(C)=O>[CH2:1]([Si:8]([CH2:11][I:13])([CH3:10])[CH3:9])[C:2]1[CH:7]=[CH:6][CH:5]=[CH:4][CH:3]=1 |f:1.2|. Reported procedure: Benzyl(bromomethyl)dimethylsilane [Colm, Earborn and Foad M. S., Malmond J. Organomet. Chem., 209, 13 (1981)] (12 g, 0.05 mmol) and sodium iodide (45 g, 0.3 mmol) are refluxed with stirring in acetone (500 ml) during 24 hours. The reaction mixture is cooled, filtered and the solvent is evaporated under reduced pressure. The residue is dissolved in ether and washed with water. The organic layer is dried over sodium sulfate, filtered and concentrated under reduced pressure to afford benzyl(iodomet...